Dataset: the Open Reaction Database (ORD), a public repository of structured organic reaction records. Task: describe an organic reaction: reactants, conditions, products, and yield Starting materials: C1COCCN1, CN(C)C=O, CSc1nn2c(Cl)cc(C)nc2c1S(=O)(=O)c1ccccc1. Product: CSc1nn2c(N3CCOCC3)cc(C)nc2c1S(=O)(=O)c1ccccc1. As a reaction SMILES: [CH2:1]1[CH2:2][O:3][CH2:4][CH2:5][NH:6]1.[O:29]=[CH:30][N:31]([CH3:32])[CH3:33].[c:7]1([S:13](=[O:14])(=[O:15])[c:16]2[c:17]([S:27][CH3:28])[n:18][n:19]3[c:20]2[n:21][c:22]([CH3:26])[cH:23][c:24]3[Cl:25])[cH:8][cH:9][cH:10][cH:11][cH:12]1>>[CH2:1]1[CH2:2][O:3][CH2:4][CH2:5][N:6]1[c:24]1[n:19]2[n:18][c:17]([S:27][CH3:28])[c:16]([S:13]([c:7]3[cH:8][cH:9][cH:10][cH:11][cH:12]3)(=[O:14])=[O:15])[c:20]2[n:21][c:22]([CH3:26])[cH:23]1. Product: CC(C)(C)[Si](OCCC(C(=O)OC(C)(C)C)C(CCC1=CC=C(C=C1)I)=O)(C)C (1,1-Dimethylethyl 2-(2-{[(1,1-dimethylethyl)(dimethyl)silyl]oxy}ethyl)-5-(4-iodophenyl)-3-oxopentanoate). RXN SMILES: [C:1]([O:5][C:6](=[O:19])[CH2:7][C:8](=[O:18])[CH2:9][CH2:10][C:11]1[CH:16]=[CH:15][C:14]([I:17])=[CH:13][CH:12]=1)([CH3:4])([CH3:3])[CH3:2].[H-].[Na+].Br[CH2:23][CH2:24][O:25][Si:26]([C:29]([CH3:32])([CH3:31])[CH3:30])([CH3:28])[CH3:27]>CN(C)C=O>[CH3:30][C:29]([Si:26]([CH3:28])([CH3:27])[O:25][CH2:24][CH2:23][CH:7]([C:8](=[O:18])[CH2:9][CH2:10][C:11]1[CH:12]=[CH:13][C:14]([I:17])=[CH:15][CH:16]=1)[C:6]([O:5][C:1]([CH3:4])([CH3:2])[CH3:3])=[O:19])([CH3:32])[CH3:31] |f:1.2|. Solvent: CN(C=O)C (dimethylformamide), CN(C=O)C (dimethylformamide). Procedure details: A solution of 5-(4-iodo-phenyl)-3-oxo-pentanoic acid tert-butyl ester (10.0 g, 26.7 mmol) in dimethylformamide (25 mL) was added dropwise over 20 min to a stirred suspension of sodium hydride (60% mineral oil suspension; 1.12 g, 28.0 mmol) in dimethylformamide (25 mL) at 0° C. under nitrogen. After stirring for 20 min (2-bromoethoxy)-t-butyldimethylsilane (7.03 g, 6.31 mL, 29.4 mmol) was added dropwise over 20 min at 0° C. then the reaction heated to 70° C. for 3.5 h. On cooling to room temperat... Run at temperature 70 celsius. Starting materials: BrCCO[Si](C)(C)C(C)(C)C ((2-bromoethoxy)-t-butyldimethylsilane), C(C)(C)(C)OC(CC(CCC1=CC=C(C=C1)I)=O)=O (5-(4-iodo-phenyl)-3-oxo-pentanoic acid tert-butyl ester), [H-].[Na+] (sodium hydride). The yield is 70.3%. The reactants are CCN(C(C)C)C(C)C (DIPEA), FC1=CC=C2C(=C(C(C(C2=C1)(C)C)=O)C(=O)OCC)O (ethyl 7-fluoro-4-hydroxy-1,1-dimethyl-2-oxo-naphthalene-3-carboxylate), Cl.C(C)(C)(C)OC(CN)=O (glycine tert-butyl ester hydrochloride). Solvent: O1CCOCC1 (dioxane), CCOCC (ether). Run at temperature 75 celsius, time 16 hour. The product is FC1=CC=C2C(=C(C(C(C2=C1)(C)C)=O)C(=O)NCC(=O)OC(C)(C)C)O (1,1-Dimethylethyl N-((7-fluoro-4-hydroxy-1,1-dimethyl-2-oxo-naphthalen-3-yl)carbonyl)glycinate). Isolated yield 45.2%. As a reaction SMILES: CCN(C(C)C)C(C)C.[F:10][C:11]1[CH:20]=[C:19]2[C:14]([C:15]([OH:29])=[C:16]([C:24](OCC)=[O:25])[C:17](=[O:23])[C:18]2([CH3:22])[CH3:21])=[CH:13][CH:12]=1.Cl.[C:31]([O:35][C:36](=[O:39])[CH2:37][NH2:38])([CH3:34])([CH3:33])[CH3:32]>O1CCOCC1.CCOCC>[F:10][C:11]1[CH:20]=[C:19]2[C:14]([C:15]([OH:29])=[C:16]([C:24]([NH:38][CH2:37][C:36]([O:35][C:31]([CH3:34])([CH3:33])[CH3:32])=[O:39])=[O:25])[C:17](=[O:23])[C:18]2([CH3:22])[CH3:21])=[CH:13][CH:12]=1 |f:2.3|. Reported procedure: DIPEA (939 μL, 5390 μmol) was added to a mixture of ethyl 7-fluoro-4-hydroxy-1,1-dimethyl-2-oxo-naphthalene-3-carboxylate (1.00 g, 3594 μmol) and glycine tert-butyl ester hydrochloride (723 mg, 4312 μmol) in dioxane (25 mL). The reaction mixture was stirred at 75° C. for 16 hours. The reaction mixture was cooled to room temperature and concentrated in vacuo to give a yellow solid. The crude solid was suspended in ether and filtered to give the desired ester as a white solid (590 mg). MS (m/e)=30... Reactants: FC1=C(C#N)C=CC(=C1)C=O (2-fluoro-4-formyl-benzonitrile), IC=1N=CN(C1)C(C1=CC=CC=C1)(C1=CC=CC=C1)C1=CC=CC=C1 (4-iodo-1-trityl-1H-imidazole), solution, C(C)[Mg]Br (ethylmagnesium bromide). Solvent: C(Cl)Cl (CH2Cl2), C(Cl)Cl (CH2Cl2). Reaction conditions: temperature -78 celsius, time 3 hour. Yields the product FC1=C(C#N)C=CC(=C1)C(C=1N=CN(C1)C(C1=CC=CC=C1)(C1=CC=CC=C1)C1=CC=CC=C1)O (2-Fluoro-4-[hydroxy-(1-trityl-1H-imidazol-4-yl)-methyl]-benzonitrile). RXN SMILES: I[C:2]1[N:3]=[CH:4][N:5]([C:7]([C:20]2[CH:25]=[CH:24][CH:23]=[CH:22][CH:21]=2)([C:14]2[CH:19]=[CH:18][CH:17]=[CH:16][CH:15]=2)[C:8]2[CH:13]=[CH:12][CH:11]=[CH:10][CH:9]=2)[CH:6]=1.C([Mg]Br)C.[F:30][C:31]1[CH:38]=[C:37]([CH:39]=[O:40])[CH:36]=[CH:35][C:32]=1[C:33]#[N:34]>C(Cl)Cl>[F:30][C:31]1[CH:38]=[C:37]([CH:39]([OH:40])[C:2]2[N:3]=[CH:4][N:5]([C:7]([C:8]3[CH:13]=[CH:12][CH:11]=[CH:10][CH:9]=3)([C:20]3[CH:21]=[CH:22][CH:23]=[CH:24][CH:25]=3)[C:14]3[CH:15]=[CH:16][CH:17]=[CH:18][CH:19]=3)[CH:6]=2)[CH:36]=[CH:35][C:32]=1[C:33]#[N:34]. Procedure: To a solution of 4-iodo-1-trityl-1H-imidazole (5.00 g, 11.5 mmol) in anhydrous CH2Cl2 (30 mL) was added a 3.0M solution of ethylmagnesium bromide (6.58 mL, 19.7 mmol) with stirring under Ar. After 3 h, the reaction mixture was cooled to −78° C. and a solution of 2-fluoro-4-formyl-benzonitrile (1.70 g, 11.5 mmol) dissolved in CH2Cl2 (20 mL) was added dropwise. The reaction was allowed to warm to RT over 2 h, quenched with saturated NH4Cl solution, diluted with satd. NaHCO3 solution to pH=8.5, and... The reactants are resultant solution, OC1=C(N=NC(=C1)Cl)Cl (4-hydroxy-3,6-dichloropyridazine), resultant mixture, C1(CC1)C1=C(C(=CC=C1)C)O (2-cyclopropyl-6-methylphenol), ClC1=C(C=CC=C1)Cl (1,2-dichlorobenzene), [OH-].[Cs+] (cesium hydroxide). Solvent: C(C)(C)(C)O (t-butanol). Reaction conditions: time 30 minute. Product: ClC1=CC(=C(N=N1)OC1=C(C=CC=C1C)C1CC1)O (6-chloro-3-(2-cyclopropyl-6-methylphenoxy)-4-pyridazinol). The yield is 99.4%. Reaction SMILES: [CH:1]1([C:4]2[CH:9]=[CH:8][CH:7]=[C:6]([CH3:10])[C:5]=2[OH:11])[CH2:3][CH2:2]1.ClC1C=CC=CC=1Cl.[OH-].[Cs+].[OH:22][C:23]1[CH:28]=[C:27]([Cl:29])[N:26]=[N:25][C:24]=1Cl>C(O)(C)(C)C>[Cl:29][C:27]1[N:26]=[N:25][C:24]([O:11][C:5]2[C:6]([CH3:10])=[CH:7][CH:8]=[CH:9][C:4]=2[CH:1]2[CH2:3][CH2:2]2)=[C:23]([OH:22])[CH:28]=1 |f:2.3|. Procedure: To a mixture of 12.8 g (86.4 mmol) of 2-cyclopropyl-6-methylphenol and 1,2-dichlorobenzene (78.3 mL) was added 15.3 g (86.4 mmol) of 95% cesium hydroxide at room temperature. The resultant mixture was heated to 180° C. and subjected to azeotropic dehydration under reflux while stirring for 30 minutes. To the resultant solution was added dropwise the preliminarily prepared solution of 5.00 g (purity: 95.0%; 28.8 mmol) of 4-hydroxy-3,6-dichloropyridazine in t-butanol (95.0 g) at 180° C. over 2 hou... The reactants are CCC#CCOc1cc2c(cc1C=Cc1ccc(C(=O)OCC)cc1)C(C)(C)CCC2(C)C, C1CCOC1, CCO, [Na+], [OH-]. Yields the product CCC#CCOc1cc2c(cc1C=Cc1ccc(C(=O)O)cc1)C(C)(C)CCC2(C)C. Reaction SMILES: [CH2:1]([C:2]#[C:3][CH2:4][CH3:5])[O:6][c:7]1[c:8]([CH:21]=[CH:22][c:23]2[cH:24][cH:25][c:26]([C:27](=[O:28])[O:29][CH2:30][CH3:31])[cH:32][cH:33]2)[cH:9][c:10]2[c:15]([cH:16]1)[C:14]([CH3:17])([CH3:18])[CH2:13][CH2:12][C:11]2([CH3:19])[CH3:20].[CH2:39]1[O:40][CH2:41][CH2:42][CH2:43]1.[CH3:36][CH2:37][OH:38].[Na+:35].[OH-:34]>>[CH2:1]([C:2]#[C:3][CH2:4][CH3:5])[O:6][c:7]1[c:8]([CH:21]=[CH:22][c:23]2[cH:24][cH:25][c:26]([C:27](=[O:28])[OH:29])[cH:32][cH:33]2)[cH:9][c:10]2[c:15]([cH:16]1)[C:14]([CH3:17])([CH3:18])[CH2:13][CH2:12][C:11]2([CH3:19])[CH3:20]. Reactants: [C@@H]1([C@H](O)[C@H](O)[C@@H](CO)O1)N1C=NC=2C(=O)NC(N)=NC12 (guanosine), C(CCCCC(=O)O)(=O)O (adipic acid), O=C1OCCN1P(=O)(N1C(OCC1)=O)Cl (bis(2-oxo-3-oxazolidinyl)-phosphinic chloride). The solvent is N1=CC=CC=C1 (pyridine). Reaction conditions: time 18 hour. The product is C(=O)(O)CCCCC(=O)[C@@]1([C@H](O)[C@H](O)[C@@H](CO)O1)N1C=NC=2C(=O)NC(N)=NC12 ((5-Carboxypentanoyl)Guanosine). As a reaction SMILES: [C@@H:1]1([N:10]2[C:20]3[N:19]=[C:17]([NH2:18])[NH:16][C:14](=[O:15])[C:13]=3[N:12]=[CH:11]2)[O:9][C@H:6]([CH2:7][OH:8])[C@@H:4]([OH:5])[C@H:2]1[OH:3].[C:21](O)(=[O:29])[CH2:22][CH2:23][CH2:24][CH2:25][C:26]([OH:28])=[O:27].O=C1N(P(Cl)(N2CCOC2=O)=O)CCO1>N1C=CC=CC=1>[C:26]([CH2:25][CH2:24][CH2:23][CH2:22][C:21]([C@@:1]1([N:10]2[C:20]3[N:19]=[C:17]([NH2:18])[NH:16][C:14](=[O:15])[C:13]=3[N:12]=[CH:11]2)[O:9][C@H:6]([CH2:7][OH:8])[C@@H:4]([OH:5])[C@H:2]1[OH:3])=[O:29])([OH:28])=[O:27]. Procedure details: To 500 mg of guanosine in anhydrous pyridine was added adipic acid (5 mol eq) and bis(2-oxo-3-oxazolidinyl)-phosphinic chloride (BOPDC) (1.0 mol eq.). The mixture was allowed to stir at room temperature for 18 h, then the solvent was removed in vacuo. The residue was added to 100 mL of ice-cooled water and the aqueous layer adjusted to pH 3.0 and then extracted three times with 60 mL of ethyl acetate. The combined extracts are dried over anhydrous magnesium sulfate and evaporated in vacuo. The r... Reactants: 15, C1(CCCCC1)CCCCCCCCCCCCOC1OCCCC1 ([(12-cyclohexyldodecyl)oxy]-tetrahydro-2H-pyran). RXN SMILES: [CH:1]1([CH2:7][CH2:8][CH2:9][CH2:10][CH2:11][CH2:12][CH2:13][CH2:14][CH2:15][CH2:16][CH2:17][CH2:18][O:19]C2CCCCO2)[CH2:6][CH2:5][CH2:4][CH2:3][CH2:2]1>CO>[CH:1]1([CH2:7][CH2:8][CH2:9][CH2:10][CH2:11][CH2:12][CH2:13][CH2:14][CH2:15][CH2:16][CH2:17][CH2:18][OH:19])[CH2:6][CH2:5][CH2:4][CH2:3][CH2:2]1. Conditions: temperature 45 celsius, time 2 hour. Procedure: Into 250 ml of tetrahydrofuran (THF) is dissolved 57.8 g of 2-[(12-bromododecyl)oxy]tetrahydro-2H-pyran, to which a solution of 0.35 g of dilithium tetrachlorocuprate in 16 ml of THF is added dropwise at room temperature with stirring under nitrogen streams. To the resulting solution, a solution of 39.6 g of cyclohexylmagnesium bromide in 200 ml of THF is added dropwise while maintaining the reaction temperature at 10°-15° C. Thereafter, the reaction mixture is stirred for 7 hours at room temper... The product is C1(CCCCC1)CCCCCCCCCCCCO (12-Cyclohexyldodecanol). The solvent is CO (methanol).